This data is from the Open Reaction Database (ORD), a public repository of structured organic reaction records. The task is: describe an organic reaction: reactants, conditions, products, and yield Reactants: CCc1ccc(S(=O)(=O)c2ccc(CC(O)=S)cc2)cc1, Cc1ccc(S(=O)(=O)c2ccc(S(=O)(=O)CC(=O)O)cc2)cc1, CO. The product is CCc1ccc(S(=O)(=O)c2ccc(S(=O)(=O)CC(=O)O)cc2)cc1. RXN SMILES: [CH2:24]([c:25]1[cH:26][cH:27][c:28]([S:29]([c:30]2[cH:31][cH:32][c:33]([CH2:34][C:35]([OH:36])=[S:37])[cH:38][cH:39]2)(=[O:40])=[O:41])[cH:42][cH:43]1)[CH3:44].[CH3:1][c:2]1[cH:3][cH:4][c:5]([S:8](=[O:9])(=[O:10])[c:11]2[cH:12][cH:13][c:14]([S:17](=[O:18])(=[O:19])[CH2:20][C:21](=[O:22])[OH:23])[cH:15][cH:16]2)[cH:6][cH:7]1.[CH3:45][OH:46]>>[CH2:1]([c:2]1[cH:3][cH:4][c:5]([S:8](=[O:9])(=[O:10])[c:11]2[cH:12][cH:13][c:14]([S:17](=[O:18])(=[O:19])[CH2:20][C:21](=[O:22])[OH:23])[cH:15][cH:16]2)[cH:6][cH:7]1)[CH3:24].